describe an organic reaction: reactants, conditions, products, and yield From a dataset of the Open Reaction Database (ORD), a public repository of structured organic reaction records. The reactants are [H-].[Na+] (Sodium hydride), CC1(OC2=CC(=CC=C2C(C1)C1=CC(=CC=C1)C(F)(F)F)O)C (2,2-dimethyl-4-(3-trifluoromethylphenyl)chroman-7-ol), ClCC#N (Chloroacetonitrile). Solvent: CN(C=O)C (dimethylformamide). Conditions: temperature 60 celsius. Product: ether-petrol, C(#N)COC1=CC=C2C(CC(OC2=C1)(C)C)C1=CC(=CC=C1)C(F)(F)F (7-Cyanomethyloxy-2,2-dimethyl-4-(3-trifluoromethylphenyl)-chroman). Reaction SMILES: [H-].[Na+].[CH3:3][C:4]1([CH3:25])[CH2:13][CH:12]([C:14]2[CH:19]=[CH:18][CH:17]=[C:16]([C:20]([F:23])([F:22])[F:21])[CH:15]=2)[C:11]2[C:6](=[CH:7][C:8]([OH:24])=[CH:9][CH:10]=2)[O:5]1.Cl[CH2:27][C:28]#[N:29]>CN(C)C=O>[C:28]([CH2:27][O:24][C:8]1[CH:7]=[C:6]2[C:11]([CH:12]([C:14]3[CH:19]=[CH:18][CH:17]=[C:16]([C:20]([F:21])([F:23])[F:22])[CH:15]=3)[CH2:13][C:4]([CH3:25])([CH3:3])[O:5]2)=[CH:10][CH:9]=1)#[N:29] |f:0.1|. Reported procedure: Sodium hydride (0.93 g, 80% dispersion in oil) was added to a solution of 2,2-dimethyl-4-(3-trifluoromethylphenyl)chroman-7-ol (containing 1 mole of carbon tetrachloride of crystallisation) (7.5 g) in dimethylformamide (25 ml). Chloroacetonitrile (1.76 g) was added and the mixture heated at 60° C. for 3 hours. The solvent was removed under reduced pressure and the resulting oil was poured into water. The aqueous solution was extracted with ether and the etheeal extracts were dried (MgSO4) and ev... Starting materials: [BH4-], COc1ccccc1S(=O)(=O)N(c1cc(C)cc(OCC#N)c1)C(C)(C)P(=O)=O, C[Si](C)(C)Cl, [Li+], C1CCOC1, O. Yields the product COc1ccccc1S(=O)(=O)N(c1cc(C)cc(OCCN)c1)C(C)(C)P(=O)=O. RXN SMILES: [BH4-:6].[CH3:8][C:9]([N:10]([S:11](=[O:12])(=[O:13])[c:14]1[c:15]([O:20][CH3:21])[cH:16][cH:17][cH:18][cH:19]1)[c:22]1[cH:23][c:24]([O:29][CH2:30][C:31]#[N:32])[cH:25][c:26]([CH3:28])[cH:27]1)([P:33](=[O:34])=[O:35])[CH3:36].[Cl:1][Si:2]([CH3:3])([CH3:4])[CH3:5].[Li+:7].[O:38]1[CH2:39][CH2:40][CH2:41][CH2:42]1.[OH2:37]>>[CH3:8][C:9]([N:10]([S:11](=[O:12])(=[O:13])[c:14]1[c:15]([O:20][CH3:21])[cH:16][cH:17][cH:18][cH:19]1)[c:22]1[cH:23][c:24]([O:29][CH2:30][CH2:31][NH2:32])[cH:25][c:26]([CH3:28])[cH:27]1)([P:33](=[O:34])=[O:35])[CH3:36]. Reactants: ClC1=NC(=CC=C1[N+](=O)[O-])Cl (2,6-dichloro-3-nitropyridine), C([O-])([O-])=O.[K+].[K+] (potassium carbonate), CNC.O1CCCC1 (dimethylamine tetrahydrofuran). Conditions: temperature 0 celsius, time 5 minute. Isolated yield 52.1%. Run in O1CCCC1 (tetrahydrofuran). Reaction SMILES: Cl[C:2]1[C:7]([N+:8]([O-:10])=[O:9])=[CH:6][CH:5]=[C:4]([Cl:11])[N:3]=1.C(=O)([O-])[O-].[K+].[K+].[CH3:18][NH:19][CH3:20].O1CCCC1>O1CCCC1>[Cl:11][C:4]1[N:3]=[C:2]([N:19]([CH3:20])[CH3:18])[C:7]([N+:8]([O-:10])=[O:9])=[CH:6][CH:5]=1 |f:1.2.3,4.5|. Procedure details: A mixture of 2,6-dichloro-3-nitropyridine (1.9 g, 10 mmole) and potassium carbonate (1.66 g, 12 mmole) in 30 ml of tetrahydrofuran was stirred at 0° C. for 5 min. A solution of dimethylamine/tetrahydrofuran (2M, 6 ml, 12 mmole) was added dropwise to the reaction mixture over 40 min. After stirring for 5 min at 0° C., the mixture was warmed to room temperature and stirred overnight. The reaction mixture was filtered and the filtrate was collected and concentrated under reduced pressure. The crude... Product: ClC1=CC=C(C(=N1)N(C)C)[N+](=O)[O-] (6-chloro-2-dimethylamino-3-nitro pyridine). Reactants: C([O-])([O-])=O.[K+].[K+] (Potassium carbonate), C1(CCCCC1)P(C1=C(C=CC=C1)C1=C(C=C(C=C1C(C)C)C(C)C)C(C)C)C1CCCCC1 (2-(dicyclohexylphosphino)-2′,4′,6′-tri-i-propyl-1,1′-biphenyl), N1C(CNCC1)=O (piperazin-2-one), ClC1=NC2=CC(=CC(=C2C(=C1C)Cl)F)F (2,4-dichloro-5,7-difluoro-3-methylquinoline). The reagents and catalysts are C=1C=CC(=CC1)/C=C/C(=O)/C=C/C2=CC=CC=C2.C=1C=CC(=CC1)/C=C/C(=O)/C=C/C2=CC=CC=C2.C=1C=CC(=CC1)/C=C/C(=O)/C=C/C2=CC=CC=C2.[Pd].[Pd] (Pd2(dba)3). Run in CC(C)(C)O (t-BuOH), O (water). Run at temperature 100 celsius, time 4 hour. Product: ClC1=C(C(=NC2=CC(=CC(=C12)F)F)N1CC(NCC1)=O)C (4-(4-chloro-5,7-difluoro-3-methylquinolin-2-yl)piperazin-2-one). Reaction SMILES: [NH:1]1[CH2:6][CH2:5][NH:4][CH2:3][C:2]1=[O:7].Cl[C:9]1[C:18]([CH3:19])=[C:17]([Cl:20])[C:16]2[C:11](=[CH:12][C:13]([F:22])=[CH:14][C:15]=2[F:21])[N:10]=1.C(=O)([O-])[O-].[K+].[K+].C1(P(C2CCCCC2)C2C=CC=CC=2C2C(C(C)C)=CC(C(C)C)=CC=2C(C)C)CCCCC1>CC(O)(C)C.O.C1C=CC(/C=C/C(/C=C/C2C=CC=CC=2)=O)=CC=1.C1C=CC(/C=C/C(/C=C/C2C=CC=CC=2)=O)=CC=1.C1C=CC(/C=C/C(/C=C/C2C=CC=CC=2)=O)=CC=1.[Pd].[Pd]>[Cl:20][C:17]1[C:16]2[C:11](=[CH:12][C:13]([F:22])=[CH:14][C:15]=2[F:21])[N:10]=[C:9]([N:4]2[CH2:5][CH2:6][NH:1][C:2](=[O:7])[CH2:3]2)[C:18]=1[CH3:19] |f:2.3.4,8.9.10.11.12|. Reported procedure: The piperazin-2-one (161 mg, 1.613 mmol) and 2,4-dichloro-5,7-difluoro-3-methylquinoline (400.0 mg, 1.613 mmol) were dissolved in t-BuOH (7.00 mL) and heated in the microwave at 100° C. for 30 min. Only a trace amount of product present. Potassium carbonate (557 mg, 4.03 mmol) was added and the mixture heated in the microwave at 100° C. for 45 min. Again, only a trace amount of product was observed. The 2-(dicyclohexylphosphino)-2′,4′,6′-tri-i-propyl-1,1′-biphenyl (123 mg, 0.258 mmol) and Pd2(db... The reactants are CO, CC(C)COC(C)ONC(=O)CCCCCCC(=O)Nc1ccc(CNC(C(=O)OC2CCCC2)C2CCCCC2)cc1, ClCCl, O=C(O)C(F)(F)F. The product is O=C(CCCCCCC(=O)Nc1ccc(CNC(C(=O)OC2CCCC2)C2CCCCC2)cc1)NO. As a reaction SMILES: [CH3:54][OH:55].[CH:1]1([O:6][C:7]([CH:8]([NH:9][CH2:10][c:11]2[cH:12][cH:13][c:14]([NH:17][C:18]([CH2:19][CH2:20][CH2:21][CH2:22][CH2:23][CH2:24][C:25]([NH:26][O:27][CH:28]([O:29][CH2:30][CH:31]([CH3:32])[CH3:33])[CH3:34])=[O:35])=[O:36])[cH:15][cH:16]2)[CH:37]2[CH2:38][CH2:39][CH2:40][CH2:41][CH2:42]2)=[O:43])[CH2:2][CH2:3][CH2:4][CH2:5]1.[Cl:51][CH2:52][Cl:53].[F:44][C:45]([F:46])([F:47])[C:48]([OH:49])=[O:50]>>[CH:1]1([O:6][C:7]([CH:8]([NH:9][CH2:10][c:11]2[cH:12][cH:13][c:14]([NH:17][C:18]([CH2:19][CH2:20][CH2:21][CH2:22][CH2:23][CH2:24][C:25]([NH:26][OH:27])=[O:35])=[O:36])[cH:15][cH:16]2)[CH:37]2[CH2:38][CH2:39][CH2:40][CH2:41][CH2:42]2)=[O:43])[CH2:2][CH2:3][CH2:4][CH2:5]1.